Dataset: the Open Reaction Database (ORD), a public repository of structured organic reaction records. Task: describe an organic reaction: reactants, conditions, products, and yield Reactants: CCC(=O)Cl, CCc1cccc(CC)c1OC. Yields the product CCC(=O)c1cc(CC)c(OC)c(CC)c1. Reaction SMILES: [C:13]([CH2:14][CH3:15])(=[O:16])[Cl:17].[CH2:1]([CH3:2])[c:3]1[c:4]([O:11][CH3:12])[c:5]([CH2:9][CH3:10])[cH:6][cH:7][cH:8]1>>[CH2:1]([CH3:2])[c:3]1[c:4]([O:11][CH3:12])[c:5]([CH2:9][CH3:10])[cH:6][c:7]([C:13]([CH2:14][CH3:15])=[O:16])[cH:8]1. Starting materials: COC(=O)C=1C(=C2C=C(C(N(C2=CN1)CC1=CC=CC=C1)=O)C=1SC=CC1)O (1-benzyl-5-hydroxy-2-oxo-3-thiophen-2-yl-1,2-dihydro-[1,7]naphthyridine-6-carboxylic acid methyl ester), NCCC(=O)O (β-alanine), C[O-].[Na+] (NaOMe). The product is C(C1=CC=CC=C1)N1C(C(=CC2=C(C(=NC=C12)C(=O)NCCC(=O)O)O)C=1SC=CC1)=O (3-[(1-Benzyl-5-hydroxy-2-oxo-3-thiophen-2-yl-1,2-dihydro-[1,7]naphthyridine-6-carbonyl)-amino]-propionic acid). The yield is 57.8%. As a reaction SMILES: CO[C:3]([C:5]1[C:6]([OH:28])=[C:7]2[C:12](=[CH:13][N:14]=1)[N:11]([CH2:15][C:16]1[CH:21]=[CH:20][CH:19]=[CH:18][CH:17]=1)[C:10](=[O:22])[C:9]([C:23]1[S:24][CH:25]=[CH:26][CH:27]=1)=[CH:8]2)=[O:4].[NH2:29][CH2:30][CH2:31][C:32]([OH:34])=[O:33].C[O-].[Na+]>>[CH2:15]([N:11]1[C:12]2[C:7](=[C:6]([OH:28])[C:5]([C:3]([NH:29][CH2:30][CH2:31][C:32]([OH:34])=[O:33])=[O:4])=[N:14][CH:13]=2)[CH:8]=[C:9]([C:23]2[S:24][CH:25]=[CH:26][CH:27]=2)[C:10]1=[O:22])[C:16]1[CH:21]=[CH:20][CH:19]=[CH:18][CH:17]=1 |f:2.3|. Procedure details: A mixture of 1-benzyl-5-hydroxy-2-oxo-3-thiophen-2-yl-1,2-dihydro-[1,7]naphthyridine-6-carboxylic acid methyl ester (30 mg, 0.077 mmol), β-alanine (886 mg, 9.9 mmol) and NaOMe solution (15 mL, 7.7 mmol, 0.5 M in MeOH) was refluxed for 16 h. After the mixture was cooled to r.t., the solvent was evaporated in vacuo. The residue was dissolved in water and washed several times with ether. The aqueous layer was acidified to pH 1 with 1 M HCl, and the resulting precipitate was isolated by filtration t... Reactants: Cl[Sn](CCCN)(Cl)Cl (3-(trichlorostannyl)propylamine), C(C)(C)O (isopropylalcohol), [Na] (sodium), C(C)(C)O (isopropylalcohol), [Na] (sodium). Conditions: temperature 70 celsius. The product is CC([O-])C.CC([O-])C.CC([O-])C.NCCC[Sn+3] (3-aminopropyltin tris(methylethoxide)). Yield: 59.0%. RXN SMILES: [Na].Cl[Sn:3](Cl)(Cl)[CH2:4][CH2:5][CH2:6][NH2:7].[CH:10]([OH:13])([CH3:12])[CH3:11]>>[CH3:11][CH:10]([CH3:12])[O-:13].[CH3:11][CH:10]([CH3:12])[O-:13].[CH3:11][CH:10]([CH3:12])[O-:13].[NH2:7][CH2:6][CH2:5][CH2:4][Sn+3:3] |f:3.4.5.6,^1:0|. Reported procedure: 0.57 g of sodium (0.025 mol) was treated with 80 ml of isopropylalcohol in a 200 ml eggplant type flask and the mixture was heated at 60° C. until sodium was completely dissolved. To this solution 50 ml of an isopropylalcohol solution containing the 3-(trichlorostannyl)propylamine (4.9 mmol), prepared in the aforementioned example (4), was added dropwise at a room temperature. Subsequently, the mixture was stirred while heating for 6 hours at 70° C. The resultant supernatant was separated and co... The reactants are CC(=O)[O-], CCO, Cl, NO, [Na+], N#Cc1ccc(N2CCC(=O)C2)c2ccccc12, O. Product: N#Cc1ccc(N2CCC(=NO)C2)c2ccccc12. Reaction SMILES: [CH3:23][C:24](=[O:25])[O-:26].[CH3:27][CH2:28][OH:29].[ClH:19].[NH2:20][OH:21].[Na+:22].[O:1]=[C:2]1[CH2:3][N:4]([c:7]2[cH:8][cH:9][c:10]([C:17]#[N:18])[c:11]3[cH:12][cH:13][cH:14][cH:15][c:16]23)[CH2:5][CH2:6]1.[OH2:30]>>[C:2]1(=[N:20][OH:21])[CH2:3][N:4]([c:7]2[cH:8][cH:9][c:10]([C:17]#[N:18])[c:11]3[cH:12][cH:13][cH:14][cH:15][c:16]23)[CH2:5][CH2:6]1. The reactants are ClCCl, C[Si](C)(C)N1CCNC1=S, O=C(Cl)Cl. Product: O=C(Cl)N1CCNC1=S. RXN SMILES: [CH2:15]([Cl:16])[Cl:17].[CH3:1][Si:2]([N:3]1[C:4](=[S:8])[NH:5][CH2:6][CH2:7]1)([CH3:9])[CH3:10].[Cl:11][C:12]([Cl:13])=[O:14]>>[N:3]1([C:12]([Cl:11])=[O:14])[C:4](=[S:8])[NH:5][CH2:6][CH2:7]1. The reactants are C(C)C1=C(N=C2N(C1=O)C=CN2CC2=CC=C(C=C2)C(C2=CC=C(C=C2)O)=O)C (6-ethyl-1-[4-(4-hydroxybenzoyl)-benzyl]-7-methylimidazo[1,2-a]pyrimidin-5(1H)-one), Cl.ClCCN1CCOCC1 (4-(2-chloroethyl)morpholine hydrochloride), C([O-])([O-])=O.[K+].[K+] (potassium carbonate). Run in CN(C)C=O (DMF). Yields the product Cl.C(C)C1=C(N=C2N(C1=O)C=CN2CC2=CC=C(C=C2)C(C2=CC=C(C=C2)OCCN2CCOCC2)=O)C (6-Ethyl-7-methyl-1-[4-[4-(2-morpholinoethoxy)benzoyl]benzyl]imidazo[1,2-a]pyrimidin-5(1H)-one hydrochloride). The yield is 70.0%. Reaction SMILES: [CH2:1]([C:3]1[C:8](=[O:9])[N:7]2[CH:10]=[CH:11][N:12]([CH2:13][C:14]3[CH:19]=[CH:18][C:17]([C:20](=[O:28])[C:21]4[CH:26]=[CH:25][C:24]([OH:27])=[CH:23][CH:22]=4)=[CH:16][CH:15]=3)[C:6]2=[N:5][C:4]=1[CH3:29])[CH3:2].Cl.[Cl:31][CH2:32][CH2:33][N:34]1[CH2:39][CH2:38][O:37][CH2:36][CH2:35]1.C(=O)([O-])[O-].[K+].[K+]>CN(C=O)C>[ClH:31].[CH2:1]([C:3]1[C:8](=[O:9])[N:7]2[CH:10]=[CH:11][N:12]([CH2:13][C:14]3[CH:19]=[CH:18][C:17]([C:20](=[O:28])[C:21]4[CH:22]=[CH:23][C:24]([O:27][CH2:32][CH2:33][N:34]5[CH2:39][CH2:38][O:37][CH2:36][CH2:35]5)=[CH:25][CH:26]=4)=[CH:16][CH:15]=3)[C:6]2=[N:5][C:4]=1[CH3:29])[CH3:2] |f:1.2,3.4.5,7.8|. Reported procedure: A solution of 6-ethyl-1-[4-(4-hydroxybenzoyl)-benzyl]-7-methylimidazo[1,2-a]pyrimidin-5(1H)-one (136 mg), 4-(2-chloroethyl)morpholine hydrochloride (154 mg) and potassium carbonate (205 mg) in DMF (7 ml) was stirred at 100° C. for 6 hours. This reaction mixture was concentrated and the residue was dissolved in ethyl acetate, washed with water, and dried. Then, hydrogen chloride/ethyl acetate was added and the precipitated hydrochloride was collected by filtration and dried to provide the title c... The product is C1=CC=CC=2C(C3=CC=CC=C3C(C12)=O)=O (anthraquinone). RXN SMILES: O[C:2]1[C:15]2[C:14](=[O:16])[C:13]3[C:8](=[CH:9][CH:10]=[CH:11][CH:12]=3)[C:7](=[O:17])[C:6]=2[C:5](O)=[CH:4][C:3]=1O.CN(C1C=CC=CN=1)C.C(Cl)(=O)C=C>ClCCl>[CH:9]1[C:8]2[C:7](=[O:17])[C:6]3[C:15](=[CH:2][CH:3]=[CH:4][CH:5]=3)[C:14](=[O:16])[C:13]=2[CH:12]=[CH:11][CH:10]=1. Starting materials: OC1=C(C=C(C=2C(C3=CC=CC=C3C(C12)=O)=O)O)O (1,2,4-trihydroxy-anthraquinone), CN(C)C1=NC=CC=C1 (dimethylaminopyridine), C(C=C)(=O)Cl (acryloyl chloride). Run in ClCCl (dichloromethane). Procedure details: Twenty-five parts of 1,2,4-trihydroxy-anthraquinone, 45 parts of dimethylaminopyridine and 0.01 part of methoquinone were dissolved in 1000 parts of dried dichloromethane and the obtained solution was cooled with ice in a nitrogen atmosphere. Then, 25 parts of acryloyl chloride was dropped into the resulting solution. After the completion of the dropping, the obtained mixture was stirred under reflux for 8 hours. The reaction mixture thus obtained was washed with water, dried and distilled to re... Starting materials: C(C)(=O)OCC (ethyl acetate), OCCSC1=CC=C(C=C1)SC1=CC=C(C=C1)SCCO (2-{4-[4-(2-hydroxy-ethylsulfanyl}-phenylsulfanyl]-phenylsulfanyl}-ethanol), C(C)(C)N(CC)C(C)C (diisopropylethylamine), C(C=C)(=O)Cl (acryloyl chloride). Reaction conditions: temperature 5 celsius, time 2 hour. Product: C(C=C)(=O)OCCSC1=CC=C(C=C1)SC1=CC=C(C=C1)SCCOC(C=C)=O (acrylic acid 2-{4-[4-(2-acryloyloxy-ethylsulfanyl) -phenylsulfanyl]-phenylsulfanyl}-ethyl ester). As a reaction SMILES: [OH:1][CH2:2][CH2:3][S:4][C:5]1[CH:10]=[CH:9][C:8]([S:11][C:12]2[CH:17]=[CH:16][C:15]([S:18][CH2:19][CH2:20][OH:21])=[CH:14][CH:13]=2)=[CH:7][CH:6]=1.C(N([CH:28]([CH3:30])[CH3:29])CC)(C)C.[C:31](Cl)(=[O:34])[CH:32]=[CH2:33].C(OCC)(=[O:38])C>>[C:31]([O:21][CH2:20][CH2:19][S:18][C:15]1[CH:16]=[CH:17][C:12]([S:11][C:8]2[CH:7]=[CH:6][C:5]([S:4][CH2:3][CH2:2][O:1][C:30](=[O:38])[CH:28]=[CH2:29])=[CH:10][CH:9]=2)=[CH:13][CH:14]=1)(=[O:34])[CH:32]=[CH2:33]. Reported procedure: A solution containing 13 grams of (7) and 14.9 grams of diisopropylethylamine was cooled to 5° C., and to it was added 10.4 grams of acryloyl chloride over a period of 20 minutes. The mixture was stirred at 5-10° C. for two hours after which it was poured into a mixture containing 75 ml of 1N HCL and 100 ml of ethyl acetate. After stirring for five minutes the organic phase was removed and washed with saturated KCl solution followed by 10 percent aqueous potassium bicarbonate. The solvent was re... Reactants: C(C)(=O)OC(CC1C(C1(C)C)C=O)C(C)=O (1-(2-formyl-3,3-dimethylcyclopropyl)-3-oxo-2-butyl acetate), C(Cl)(Cl)(Cl)Cl (carbon tetrachloride), CN(C)P(N(C)C)N(C)C (Tri(dimethylamino)phosphine), O (Water). Run in C(C)OCC (diethyl ether). Conditions: time 5 minute. The product is C(C)(=O)OC(C[C@@H]1[C@@H](C1(C)C)C=C(Cl)Cl)C(C)=O ((1R,CIS)-1-[2-(2,2-DICHLOROVINYL)-3,3-DIMETHYLCYCLOPROPYL]-3-OXO-2-BUTYL ACETATE). Isolated yield 52.8%. Reaction SMILES: CN(P(N(C)C)N(C)C)C.[C:11]([O:14][CH:15]([C:24](=[O:26])[CH3:25])[CH2:16][CH:17]1[C:19]([CH3:21])([CH3:20])[CH:18]1[CH:22]=O)(=[O:13])[CH3:12].[C:27](Cl)(Cl)([Cl:29])[Cl:28].O>C(OCC)C>[C:11]([O:14][CH:15]([C:24](=[O:26])[CH3:25])[CH2:16][C@H:17]1[C:19]([CH3:21])([CH3:20])[C@H:18]1[CH:22]=[C:27]([Cl:29])[Cl:28])(=[O:13])[CH3:12]. Procedure details: Tri(dimethylamino)phosphine (40 mmol) was added with stirring at -20° C. to a solution of 1-(2-formyl-3,3-dimethylcyclopropyl)-3-oxo-2-butyl acetate (14.2 mmol) and carbon tetrachloride (40 mmol) in diethyl ether (160 ml) kept under nitrogen. Then, the temperature of the mixture was allowed to rise to 20° C. Water (50 ml) was added, the mixture was stirred for 5 minutes and, after settling, the organic phase was isolated. The organic phase was washed with two 50-ml portions of water. The washed ...